From a dataset of the Open Reaction Database (ORD), a public repository of structured organic reaction records. describe an organic reaction: reactants, conditions, products, and yield Yields the product C=CCCOc1ccc(-c2ccc(OCCCCCCCC)cc2)c(F)c1F. Reactants: FC(F)(F)C(F)(F)C(F)(F)C(F)(F)CCCCOc1ccc(Br)cc1, C=CCCO, CCCCCCCCOc1ccc(-c2ccc(O)c(F)c2F)cc1, CCOC(=O)N=NC(=O)OCC, c1ccc(P(c2ccccc2)c2ccccc2)cc1. As a reaction SMILES: [Br:61][c:62]1[cH:63][cH:64][c:65]([O:66][CH2:67][CH2:68][CH2:69][CH2:70][C:71]([F:72])([F:73])[C:74]([F:75])([F:76])[C:77]([F:78])([F:79])[C:80]([F:81])([F:82])[F:83])[cH:84][cH:85]1.[CH2:13]([CH2:14][CH:15]=[CH2:16])[OH:17].[F:18][c:19]1[c:20](-[c:27]2[cH:28][cH:29][c:30]([O:33][CH2:34][CH2:35][CH2:36][CH2:37][CH2:38][CH2:39][CH2:40][CH3:41])[cH:31][cH:32]2)[cH:21][cH:22][c:23]([OH:26])[c:24]1[F:25].[O:1]=[C:2]([O:3][CH2:4][CH3:5])[N:6]=[N:7][C:8]([O:9][CH2:10][CH3:11])=[O:12].[c:42]1([P:43]([c:44]2[cH:45][cH:46][cH:47][cH:48][cH:49]2)[c:50]2[cH:51][cH:52][cH:53][cH:54][cH:55]2)[cH:56][cH:57][cH:58][cH:59][cH:60]1>>[CH2:13]([CH2:14][CH:15]=[CH2:16])[O:17][c:23]1[cH:22][cH:21][c:20](-[c:27]2[cH:28][cH:29][c:30]([O:33][CH2:34][CH2:35][CH2:36][CH2:37][CH2:38][CH2:39][CH2:40][CH3:41])[cH:31][cH:32]2)[c:19]([F:18])[c:24]1[F:25].